This data is from the Open Reaction Database (ORD), a public repository of structured organic reaction records. The task is: describe an organic reaction: reactants, conditions, products, and yield Reactants: BrB(Br)Br, COc1cc2c(cc1[N+](=O)[O-])CCN(C)CC2c1ccccc1C, CO. The product is Cc1ccccc1C1CN(C)CCc2cc([N+](=O)[O-])c(O)cc21. As a reaction SMILES: [B:25]([Br:26])([Br:27])[Br:28].[CH3:1][O:2][c:3]1[cH:4][c:5]2[c:6]([cH:20][c:21]1[N+:22](=[O:23])[O-:24])[CH2:7][CH2:8][N:9]([CH3:19])[CH2:10][CH:11]2[c:12]1[c:13]([CH3:18])[cH:14][cH:15][cH:16][cH:17]1.[CH3:29][OH:30]>>[OH:2][c:3]1[cH:4][c:5]2[c:6]([cH:20][c:21]1[N+:22](=[O:23])[O-:24])[CH2:7][CH2:8][N:9]([CH3:19])[CH2:10][CH:11]2[c:12]1[c:13]([CH3:18])[cH:14][cH:15][cH:16][cH:17]1.